Dataset: the Open Reaction Database (ORD), a public repository of structured organic reaction records. Task: describe an organic reaction: reactants, conditions, products, and yield Reactants: C(C)(C)N(CC)C(C)C (diisopropylethylamine), C1(=CC=CC=C1)S(=O)(=O)N1C=C(C=C1)CC(=O)O (1-(benzenesulphonyl)-3-pyrrolylacetic acid), 1-methylindole 3-glyoxylyl chloride. Run in ClCCl (dichloromethane), ClCCl (dichloromethane). Run at time 22 hour. The product is C1(=CC=CC=C1)S(=O)(=O)N1C=C(C=C1)C=1C(OC(C1C1=CN(C2=CC=CC=C12)C)=O)=O (3-[1-(benzenesulphonyl)-3-pyrrolyl]-4-(1-methyl-3-indolyl)furan-2,5-dione). Isolated yield 66.3%. Reaction SMILES: [C:1]1([S:7]([N:10]2[CH:14]=[CH:13][C:12]([CH2:15][C:16]([OH:18])=[O:17])=[CH:11]2)(=[O:9])=[O:8])[CH:6]=[CH:5][CH:4]=[CH:3][CH:2]=1.[CH:19]([N:22]([CH:25]([CH3:27])[CH3:26])[CH2:23][CH3:24])(C)C>ClCCl>[C:1]1([S:7]([N:10]2[CH:14]=[CH:13][C:12]([C:15]3[C:16](=[O:18])[O:17][C:16](=[O:17])[C:15]=3[C:24]3[C:27]4[C:25](=[CH:26][CH:2]=[CH:1][CH:6]=4)[N:22]([CH3:19])[CH:23]=3)=[CH:11]2)(=[O:9])=[O:8])[CH:2]=[CH:3][CH:4]=[CH:5][CH:6]=1. Procedure details: 1 g of 1-(benzenesulphonyl)-3-pyrrolylacetic acid in 25 ml of dichloromethane was treated at 0° C. with a solution of 837 mg of 1-methylindole-3-glyoxylyl chloride in 25 ml of dichloromethane and then with 975 mg of diisopropylethylamine. The mixture was allowed to warm to room temperature and was then stirred for 22 hours. After concentration and chromatography of the residue on silica gel with ethyl acetate/hexane (1:1) there were obtained 540 mg of 3-[1-(benzenesulphonyl)-3-pyrrolyl]-4-(1-met... Starting materials: COC(CC1=C(C=CC=C1C(F)(F)F)C#CC1=NC(=NC=C1C(F)(F)F)NC1=CC=C(C=C1)C1CCN(CC1)C(=O)OC(C)(C)C)=O (tert-butyl 4-(4-((4-((2-(2-methoxy-2-oxoethyl)-3-(trifluoromethyl)phenyl)ethynyl)-5-(trifluoromethyl)pyrimidin-2-yl)amino)phenyl)piperidine-1-carboxylate). The reagents and catalysts are [Pd] (Pd/C). The solvent is CCOC(=O)C (EtOAc), C(C)N(CC)CC (triethylamine). Run at time 20 hour. Product: COC(CC1=C(CCC2=NC(=NC=C2C(F)(F)F)NC2=CC=C(C=C2)C2CCN(CC2)C(=O)OC(C)(C)C)C=CC=C1C(F)(F)F)=O (tert-Butyl 4-(4-((4-(2-(2-methoxy-2-oxoethyl)-3-(trifluoromethyl)phenethyl)-5-(trifluoromethyl)pyrimidin-2-yl)amino)phenyl)piperidine-1-carboxylate). RXN SMILES: [CH3:1][O:2][C:3](=[O:47])[CH2:4][C:5]1[C:10]([C:11]([F:14])([F:13])[F:12])=[CH:9][CH:8]=[CH:7][C:6]=1[C:15]#[C:16][C:17]1[C:22]([C:23]([F:26])([F:25])[F:24])=[CH:21][N:20]=[C:19]([NH:27][C:28]2[CH:33]=[CH:32][C:31]([CH:34]3[CH2:39][CH2:38][N:37]([C:40]([O:42][C:43]([CH3:46])([CH3:45])[CH3:44])=[O:41])[CH2:36][CH2:35]3)=[CH:30][CH:29]=2)[N:18]=1>CCOC(C)=O.C(N(CC)CC)C.[Pd]>[CH3:1][O:2][C:3](=[O:47])[CH2:4][C:5]1[C:10]([C:11]([F:12])([F:13])[F:14])=[CH:9][CH:8]=[CH:7][C:6]=1[CH2:15][CH2:16][C:17]1[C:22]([C:23]([F:25])([F:26])[F:24])=[CH:21][N:20]=[C:19]([NH:27][C:28]2[CH:33]=[CH:32][C:31]([CH:34]3[CH2:35][CH2:36][N:37]([C:40]([O:42][C:43]([CH3:46])([CH3:45])[CH3:44])=[O:41])[CH2:38][CH2:39]3)=[CH:30][CH:29]=2)[N:18]=1. Procedure: A suspension of tert-butyl 4-(4-((4-((2-(2-methoxy-2-oxoethyl)-3-(trifluoromethyl)phenyl)ethynyl)-5-(trifluoromethyl)pyrimidin-2-yl)amino)phenyl)piperidine-1-carboxylate (A94) (0.127 g, 0.192 mmol) and 10% Pd/C (53% water; 0.234 g) in EtOAc (4.0 mL) and triethylamine (0.2 mL) was stirred under a hydrogen atmosphere for 20 hours. The resulting mixture was filtered through Celite and the filtrate concentrated under reduced pressure. The residue was purified by silica gel column chromatography (15-... Reactants: FC1=C(C=C(C(=C1)Cl)OC1CCCC1)N1C(C2=C(C1=O)CCCC2)=O (N-(2-Fluoro-4-chloro-5-cyclopentyloxyphenyl)-3,4,5,6-tetrahydrophthalimide), aqueous solution, CNC (dimethylamine). Solvent: C(Cl)(Cl)(Cl)Cl (carbon tetrachloride). Reaction conditions: time 8 hour. Yields the product FC1=C(C=C(C(=C1)Cl)OC1CCCC1)NC(C1=C(C(=O)N(C)C)CCCC1)=O (N-(2-fluoro-4-chloro-5-cyclopentyloxyphenyl)-N',N'-dimethyl-3,4,5,6-tetrahydrophthalamide). Isolated yield 36.5%. As a reaction SMILES: [F:1][C:2]1[CH:7]=[C:6]([Cl:8])[C:5]([O:9][CH:10]2[CH2:14][CH2:13][CH2:12][CH2:11]2)=[CH:4][C:3]=1[N:15]1[C:19](=[O:20])[C:18]2[CH2:21][CH2:22][CH2:23][CH2:24][C:17]=2[C:16]1=[O:25].[CH3:26][NH:27][CH3:28]>C(Cl)(Cl)(Cl)Cl>[F:1][C:2]1[CH:7]=[C:6]([Cl:8])[C:5]([O:9][CH:10]2[CH2:14][CH2:13][CH2:12][CH2:11]2)=[CH:4][C:3]=1[NH:15][C:16](=[O:25])[C:17]1[CH2:24][CH2:23][CH2:22][CH2:21][C:18]=1[C:19]([N:27]([CH3:28])[CH3:26])=[O:20]. Procedure details: N-(2-Fluoro-4-chloro-5-cyclopentyloxyphenyl)-3,4,5,6-tetrahydrophthalimide (1.00 g, 2.75 mmol), a 40% aqueous solution of dimethylamine (0.410 g, 3.64 mmol), and carbon tetrachloride (25 ml) were placed into a round bottom flask (50 cc) and stirred overnight at room temperature. After completion of the reaction, the solvent was distilled off under reduced pressure, and the resulting semi-solid product was recrystallized by adding hexane to obtain N-(2-fluoro-4-chloro-5-cyclopentyloxyphenyl)-N',N... The yield is 85.0%. Yields the product ClCCS(=O)(=O)C(C1=CC=CC=C1)C=C (Vinylbenzyl 2-Chloroethyl Sulfone). Reactants: OCCS(=O)(=O)C(C1=CC=CC=C1)C=C (vinylbenzyl 2-hydroxyethyl sulfone), N1=CC=CC=C1 (pyridine), S(=O)(Cl)Cl (thionyl chloride), ice water. Run in O1CCCC1 (tetrahydrofuran). As a reaction SMILES: O[CH2:2][CH2:3][S:4]([CH:7]([CH:14]=[CH2:15])[C:8]1[CH:13]=[CH:12][CH:11]=[CH:10][CH:9]=1)(=[O:6])=[O:5].N1C=CC=CC=1.S(Cl)([Cl:24])=O>O1CCCC1.[N+](C1C=CC=C([N+]([O-])=O)C=1)([O-])=O>[Cl:24][CH2:2][CH2:3][S:4]([CH:7]([CH:14]=[CH2:15])[C:8]1[CH:13]=[CH:12][CH:11]=[CH:10][CH:9]=1)(=[O:6])=[O:5]. The reagents and catalysts are [N+](=O)([O-])C1=CC(=CC=C1)[N+](=O)[O-] (m-dinitrobenzene). Procedure details: To a solution of 50 g (0.221 moles) of vinylbenzyl 2-hydroxyethyl sulfone, 19.2 g (0.243 moles) of pyridine, and 1 g of m-dinitrobenzene in 500 ml of tetrahydrofuran at 0° to 5° C. was added dropwise 28.9 g (0.243 moles) of thionyl chloride. After the addition was complete, the mixture was refluxed for 2 hours, cooled to 0° to 5° C., and the pyridine hydrochloride was removed by filtration. The solvent was then evaporated to leave an oil which was added to one liter of ice water to crystallize t... Starting materials: [S-2].[Na+].[Na+] (sodium sulfide), ClC1=C(CCl)C(=CC=C1)Cl (2,6-dichlorobenzyl chloride). The reagents and catalysts are S(=O)(=O)(O)[O-].C(CCC)[N+](CCCC)(CCCC)CCCC (tetrabutylammonium hydrogen sulfate). Solvent: O (water). Yields the product ClC1=C(CSCC2=C(C=CC=C2Cl)Cl)C(=CC=C1)Cl (bis(2,6-dichlorobenzyl) sulfide). Yield: 80.4%. Reaction SMILES: [S-2:1].[Na+].[Na+].[Cl:4][C:5]1[CH:12]=[CH:11][CH:10]=[C:9]([Cl:13])[C:6]=1[CH2:7]Cl>S([O-])(O)(=O)=O.C([N+](CCCC)(CCCC)CCCC)CCC.O>[Cl:4][C:5]1[CH:12]=[CH:11][CH:10]=[C:9]([Cl:13])[C:6]=1[CH2:7][S:1][CH2:7][C:6]1[C:5]([Cl:4])=[CH:12][CH:11]=[CH:10][C:9]=1[Cl:13] |f:0.1.2,4.5|. Procedure details: A mixture of 98.8 g (0.411 mol) of sodium sulfide, 5.0 g of tetrabutylammonium hydrogen sulfate and 110 ml of water are stirred in a reaction vessel equipped with a stirrer, thermometer and heatable dropping funnel, until a solution is obtained. 107.2 g of melted 2,6-dichlorobenzyl chloride are added with vigorous stirring over a period of 25 minutes at such a rate that the inside temperature does not exceed 55° C. The reaction mixture is worked up as in Example 9a) to give 77.6 g (80% of theory... Reactants: FC(C=1C=CC=C2C=CN=CC12)(F)F (8-trifluoromethylisoquinoline), Cl (hydrochloride). The product is FC(C=1C=CC=C2CCNCC12)(F)F (8-trifluoromethyl-1,2,3,4-tetrahydroisoquinoline). As a reaction SMILES: [F:1][C:2]([F:14])([F:13])[C:3]1[CH:4]=[CH:5][CH:6]=[C:7]2[C:12]=1[CH:11]=[N:10][CH:9]=[CH:8]2.Cl>>[F:14][C:2]([F:1])([F:13])[C:3]1[CH:4]=[CH:5][CH:6]=[C:7]2[C:12]=1[CH2:11][NH:10][CH2:9][CH2:8]2. Procedure: Converting 8-trifluoromethylisoquinoline to the hydrochloride, m.p. 213°-216.5° C., then treating by the procedure of Example 9 gives 8-trifluoromethyl-1,2,3,4-tetrahydroisoquinoline. The reactants are C(C)(C)(C)OC(=O)N1CC2=CC=C(C=C2C1)OC1CCOCC1 (5-(tetrahydro-pyran-4-yloxy)-1,3-dihydro-isoindole-2-carboxylic acid tert-butyl ester), FC(C(=O)O)(F)F (trifluoroacetic acid). The product is FC(C(=O)O)(F)F.O1CCC(CC1)OC=1C=C2CNCC2=CC1 (5-(Tetrahydro-pyran-4-yloxy)-2,3-dihydro-1H-isoindole trifluoroacetate). RXN SMILES: C(OC([N:8]1[CH2:16][C:15]2[C:10](=[CH:11][CH:12]=[C:13]([O:17][CH:18]3[CH2:23][CH2:22][O:21][CH2:20][CH2:19]3)[CH:14]=2)[CH2:9]1)=O)(C)(C)C.[F:24][C:25]([F:30])([F:29])[C:26]([OH:28])=[O:27]>>[F:24][C:25]([F:30])([F:29])[C:26]([OH:28])=[O:27].[O:21]1[CH2:22][CH2:23][CH:18]([O:17][C:13]2[CH:14]=[C:15]3[C:10](=[CH:11][CH:12]=2)[CH2:9][NH:8][CH2:16]3)[CH2:19][CH2:20]1 |f:2.3|. Procedure: Prepared in analogy to Example A2(c) from 5-(tetrahydro-pyran-4-yloxy)-1,3-dihydro-isoindole-2-carboxylic acid tert-butyl ester and trifluoroacetic acid. Yellow oil. MS (m/e): 220.3 ([M+H]+, 100%). Starting materials: O=C1CCC(=O)N1Br, O=C(OOC(=O)c1ccccc1)c1ccccc1, ClC(Cl)(Cl)Cl, COC(=O)COc1ccccc1. The product is COC(=O)C(Br)Oc1ccccc1. As a reaction SMILES: [Br:13][N:14]1[C:15](=[O:16])[CH2:17][CH2:18][C:19]1=[O:20].[C:21]([O:22][O:23][C:24](=[O:25])[c:26]1[cH:27][cH:28][cH:29][cH:30][cH:31]1)(=[O:32])[c:33]1[cH:34][cH:35][cH:36][cH:37][cH:38]1.[C:39]([Cl:40])([Cl:41])([Cl:42])[Cl:43].[O:1]([c:2]1[cH:3][cH:4][cH:5][cH:6][cH:7]1)[CH2:8][C:9](=[O:10])[O:11][CH3:12]>>[O:1]([c:2]1[cH:3][cH:4][cH:5][cH:6][cH:7]1)[CH:8]([C:9](=[O:10])[O:11][CH3:12])[Br:13]. The reactants are C([O-])([O-])=O.[Na+].[Na+] (sodium carbonate), COC1=C(C=CC=C1)OB(O)O ((2-methoxyphenyl)boric acid), C(C)N(C(=O)C1=CC=C(C=C1)I)CC (4-Diethylcarbamoyl-1-iodobenzene). The reagents and catalysts are C=1C=CC(=CC1)[P](C=2C=CC=CC2)(C=3C=CC=CC3)[Pd]([P](C=4C=CC=CC4)(C=5C=CC=CC5)C=6C=CC=CC6)([P](C=7C=CC=CC7)(C=8C=CC=CC8)C=9C=CC=CC9)[P](C=1C=CC=CC1)(C=1C=CC=CC1)C=1C=CC=CC1 (tetrakis(triphenylphosphine)palladium). Solvent: O (water), C1(=CC=CC=C1)C (toluene), C(OC)COC (dimethoxyethane), O (water). Reaction conditions: time 10 minute. Product: C(C)N(C(=O)C1=CC=C(C=C1)C1=C(C=CC=C1)OC)CC (2-(4-Diethylcarbamoylphenyl)anisole). Isolated yield 87.6%. As a reaction SMILES: [CH2:1]([N:3]([CH2:13][CH3:14])[C:4]([C:6]1[CH:11]=[CH:10][C:9](I)=[CH:8][CH:7]=1)=[O:5])[CH3:2].[CH3:15][O:16][C:17]1[CH:22]=[CH:21][CH:20]=[CH:19][C:18]=1OB(O)O.C(=O)([O-])[O-].[Na+].[Na+]>C(COC)OC.C1(C)C=CC=CC=1.O.C1C=CC([P]([Pd]([P](C2C=CC=CC=2)(C2C=CC=CC=2)C2C=CC=CC=2)([P](C2C=CC=CC=2)(C2C=CC=CC=2)C2C=CC=CC=2)[P](C2C=CC=CC=2)(C2C=CC=CC=2)C2C=CC=CC=2)(C2C=CC=CC=2)C2C=CC=CC=2)=CC=1>[CH2:1]([N:3]([CH2:13][CH3:14])[C:4]([C:6]1[CH:11]=[CH:10][C:9]([C:18]2[CH:19]=[CH:20][CH:21]=[CH:22][C:17]=2[O:16][CH3:15])=[CH:8][CH:7]=1)=[O:5])[CH3:2] |f:2.3.4,^1:50,52,71,90|. Procedure: 4-Diethylcarbamoyl-1-iodobenzene (100 mg) was dissolved in dimethoxyethane (1 ml), added with tetrakis(triphenylphosphine)palladium (19.1 mg) under argon atmosphere, and stirred at room temperature for 10 minutes. The reaction mixture was added with the solution of (2-methoxyphenyl)boric acid (100 mg) dissolved in toluene (0.5 ml) prepared above and a solution of sodium carbonate (105 mg) dissolved in water (0.5 ml) and stirred at 90° C. for 5.5 hours. The reaction mixture was added with water (...